From a dataset of the Open Reaction Database (ORD), a public repository of structured organic reaction records. describe an organic reaction: reactants, conditions, products, and yield The reactants are C(CCC)[Li] (n-butyllithium), [N+](=O)([O-])C1=CC=C(COC(=O)NCCS)C=C1 (2-(p-nitrobenzyloxycarbonylamino)ethylmercaptan), BrCC(=O)C[C@@H]1[C@H](C(N1)=O)[C@@H](C)O[Si](C)(C)C(C)(C)C ((3S,4R)-4-Bromomethylcarbonylmethyl-3-[1-(R)-t-butyldimethylsilyloxyethyl]-azetidin-2-one), O1CCCC1 (tetrahydrofuran). RXN SMILES: [N+:1]([C:4]1[CH:17]=[CH:16][C:7]([CH2:8][O:9][C:10]([NH:12][CH2:13][CH2:14][SH:15])=[O:11])=[CH:6][CH:5]=1)([O-:3])=[O:2].Br[CH2:19][C:20]([CH2:22][C@H:23]1[NH:26][C:25](=[O:27])[C@@H:24]1[C@H:28]([O:30][Si:31]([C:34]([CH3:37])([CH3:36])[CH3:35])([CH3:33])[CH3:32])[CH3:29])=[O:21].O1CCCC1.C([Li])CCC>CCCCCC.C(OCC)(=O)C.C(O)(=O)C>[Si:31]([O:30][C@@H:28]([C@@H:24]1[C@@H:23]([CH2:22][C:20]([CH2:19][S:15][CH2:14][CH2:13][NH:12][C:10]([O:9][CH2:8][C:7]2[CH:16]=[CH:17][C:4]([N+:1]([O-:3])=[O:2])=[CH:5][CH:6]=2)=[O:11])=[O:21])[NH:26][C:25]1=[O:27])[CH3:29])([C:34]([CH3:37])([CH3:35])[CH3:36])([CH3:33])[CH3:32]. The product is [Si](C)(C)(C(C)(C)C)O[C@H](C)[C@H]1C(N[C@@H]1CC(=O)CSCCNC(=O)OCC1=CC=C(C=C1)[N+](=O)[O-])=O ((3S,4R)-3-[1-(R)-t-Butyldimethylsilyloxyethyl]-4-(2-p-nitrobenzyloxycarbonylaminoethyl)thiomethylcarbonylmethylazetidin-2-one). Reported procedure: 0.536 g. of 2-(p-nitrobenzyloxycarbonylamino)ethylmercaptan was added to a mixture of 0.635 g. of bromomethylazetidin-2-one (48) and 20 ml. of dry tetrahydrofuran. The mixture was cooled to -78° C. and a solution of 1.18 ml of n-butyllithium in n-hexane was added thereto. The mixture was stirred at that temperature for 1.5 hours. Acetic acid (0.22 ml) was added to the reaction mixture. The mixture was then diluted with 380 ml of ethyl acetate and washed successively with water and an aqueous sol... Run in CCCCCC (n-hexane), C(C)(=O)O (Acetic acid), C(C)(=O)OCC (ethyl acetate). Reaction conditions: temperature -78 celsius, time 1.5 hour. Isolated yield 76.3%. The reactants are CC(C)COC(=O)Cl, CN1CCOCC1, Cc1ccccc1, CC(C)OC(=O)NC(C(=O)O)C(C)C, CC(N)c1nc2ccc(F)cc2s1, Cc1ccc(S(=O)(=O)O)cc1. Product: CC(C)OC(=O)NC(C(=O)NC(C)c1nc2ccc(F)cc2s1)C(C)C. RXN SMILES: [C:22]([Cl:23])(=[O:24])[O:25][CH2:26][CH:27]([CH3:28])[CH3:29].[CH3:15][N:16]1[CH2:17][CH2:18][O:19][CH2:20][CH2:21]1.[CH3:54][c:55]1[cH:56][cH:57][cH:58][cH:59][cH:60]1.[CH:1]([CH3:2])([CH3:3])[O:4][C:5](=[O:6])[NH:7][CH:8]([CH:9]([CH3:10])[CH3:11])[C:12](=[O:13])[OH:14].[F:41][c:42]1[cH:43][c:44]2[c:45]([n:46][c:47]([CH:49]([CH3:50])[NH2:51])[s:48]2)[cH:52][cH:53]1.[c:30]1([CH3:31])[cH:32][cH:33][c:34]([S:35]([OH:36])(=[O:37])=[O:38])[cH:39][cH:40]1>>[CH:1]([CH3:2])([CH3:3])[O:4][C:5](=[O:6])[NH:7][CH:8]([CH:9]([CH3:10])[CH3:11])[C:12](=[O:14])[NH:51][CH:49]([c:47]1[n:46][c:45]2[c:44]([cH:43][c:42]([F:41])[cH:53][cH:52]2)[s:48]1)[CH3:50]. Starting materials: [N+](=O)([O-])C=1C=C(CN)C=CC1 (3-nitrobenzylamine), ClC=1C2=C(N=C(N1)C1=NC=CC=C1)SC(=C2)C (4-chloro-2-(pyridin-2-yl)-6-methyl-thieno-[2,3-d]-pyrimidine). The product is N1=C(C=CC=C1)C=1N=C(C2=C(N1)SC(=C2)C)NCC2=CC(=CC=C2)[N+](=O)[O-] (2-(pyridin-2-yl)-4-(3-nitrobenzylamino)-6-methyl-thieno-[2,3-d]-pyrimidine). Reaction SMILES: [N+:1]([C:4]1[CH:5]=[C:6]([CH:9]=[CH:10][CH:11]=1)[CH2:7][NH2:8])([O-:3])=[O:2].Cl[C:13]1[C:14]2[CH:27]=[C:26]([CH3:28])[S:25][C:15]=2[N:16]=[C:17]([C:19]2[CH:24]=[CH:23][CH:22]=[CH:21][N:20]=2)[N:18]=1>>[N:20]1[CH:21]=[CH:22][CH:23]=[CH:24][C:19]=1[C:17]1[N:18]=[C:13]([NH:8][CH2:7][C:6]2[CH:9]=[CH:10][CH:11]=[C:4]([N+:1]([O-:3])=[O:2])[CH:5]=2)[C:14]2[CH:27]=[C:26]([CH3:28])[S:25][C:15]=2[N:16]=1. Procedure details: With the procedure of Example 1, the reaction of 3-nitrobenzylamine with 4-chloro-2-(pyridin-2-yl)-6-methyl-thieno-[2,3-d]-pyrimidine yields 2-(pyridin-2-yl)-4-(3-nitrobenzylamino)-6-methyl-thieno-[2,3-d]-pyrimidine. Reactants: C(C1=CC=CC=C1)N(C)CCOC1=C(CN(C)C)C=C(C=C1)OC (2-[2-(N-benzyl-N-methylamino)ethoxy]-5-methoxy-N,N-dimethylbenzylamine), Br (hydrobromic acid), [PH2](=O)O (hypophosphorous acid), Cl (hydrogen chloride). The solvent is CCOCC (ether). Product: Cl.Cl.C(C1=CC=CC=C1)N(C)CCOC1=C(C=C(C=C1)O)CN(C)C (4-[2-(N-benzyl-N-methylamino)ethoxy]-3-(dimethylaminomethyl)phenol dihydrochloride). RXN SMILES: [CH2:1]([N:8]([CH2:10][CH2:11][O:12][C:13]1[CH:22]=[CH:21][C:20]([O:23]C)=[CH:19][C:14]=1[CH2:15][N:16]([CH3:18])[CH3:17])[CH3:9])[C:2]1[CH:7]=[CH:6][CH:5]=[CH:4][CH:3]=1.Br.[PH2](O)=O.[ClH:29]>CCOCC>[ClH:29].[ClH:29].[CH2:1]([N:8]([CH2:10][CH2:11][O:12][C:13]1[CH:22]=[CH:21][C:20]([OH:23])=[CH:19][C:14]=1[CH2:15][N:16]([CH3:18])[CH3:17])[CH3:9])[C:2]1[CH:7]=[CH:6][CH:5]=[CH:4][CH:3]=1 |f:5.6.7|. Procedure details: A mixture of 2-[2-(N-benzyl-N-methylamino)ethoxy]-5-methoxy-N,N-dimethylbenzylamine (1.0 g), aqueous hydrobromic acid (10 ml, 48%) and hypophosphorous acid (0.05 ml, 50% by weight aqueous solution) was boiled under reflux under nitrogen for 1 hour. The mixture was evaporated to dryness under reduced pressure and the residue was neutralised with saturated sodium bicarbonate solution and then basified to pH 9 with 2M sodium hydroxide solution. The mixture was extracted with dichloromethane to give... The reactants are C(C1=CC=CC=C1)O[C@@H]1[C@@]2(CO[C@]([C@@H]([C@H]1OCC1=CC=CC=C1)OCC1=CC=CC=C1)(O2)C2=CC(=C(C=C2)Cl)CC2=CC=C(C=C2)OCC)C(C)O (1-[(1R,2S,3S,4R,5S)-2,3,4-tribenzyloxy-5-[4-chloro-3-[(4-ethoxyphenyl)methyl]phenyl]-6,8-dioxabicyclo[3.2.1]octan-1-yl]ethanol), C(C(C)(C)C)(=O)OCCl (chloromethyl pivalate), [H-].[Na+] (sodium hydride). The solvent is O1CCCC1 (tetrahydrofuran). Reaction conditions: temperature 40 celsius, time 48 hour. The product is CC(C(=O)OC(C)[C@@]12[C@H]([C@@H]([C@H]([C@@](OC1)(O2)C2=CC(=C(C=C2)Cl)CC2=CC=C(C=C2)OCC)OCC2=CC=CC=C2)OCC2=CC=CC=C2)OCC2=CC=CC=C2)(C)C (1-[(1R,2S,3S,4R,5S)-2,3,4-tribenzyloxy-5-[4-chloro-3-[(4-ethoxyphenyl)methyl]phenyl]-6,8-dioxabicyclo[3.2.1]octan-1-yl]ethyl 2,2-dimethylpropanoate). The yield is 27.8%. RXN SMILES: [CH2:1]([O:8][C@H:9]1[C@H:15]([O:16][CH2:17][C:18]2[CH:23]=[CH:22][CH:21]=[CH:20][CH:19]=2)[C@@H:14]([O:24][CH2:25][C:26]2[CH:31]=[CH:30][CH:29]=[CH:28][CH:27]=2)[C@:13]2([C:33]3[CH:38]=[CH:37][C:36]([Cl:39])=[C:35]([CH2:40][C:41]4[CH:46]=[CH:45][C:44]([O:47][CH2:48][CH3:49])=[CH:43][CH:42]=4)[CH:34]=3)[O:32][C@@:10]1([CH:50]([OH:52])[CH3:51])[CH2:11][O:12]2)[C:2]1[CH:7]=[CH:6][CH:5]=[CH:4][CH:3]=1.[C:53](OCCl)(=[O:58])[C:54]([CH3:57])([CH3:56])[CH3:55].[H-].[Na+]>O1CCCC1>[CH3:55][C:54]([CH3:57])([CH3:56])[C:53]([O:52][CH:50]([C@:10]12[O:32][C@:13]([C:33]3[CH:38]=[CH:37][C:36]([Cl:39])=[C:35]([CH2:40][C:41]4[CH:42]=[CH:43][C:44]([O:47][CH2:48][CH3:49])=[CH:45][CH:46]=4)[CH:34]=3)([O:12][CH2:11]1)[C@H:14]([O:24][CH2:25][C:26]1[CH:31]=[CH:30][CH:29]=[CH:28][CH:27]=1)[C@@H:15]([O:16][CH2:17][C:18]1[CH:19]=[CH:20][CH:21]=[CH:22][CH:23]=1)[C@@H:9]2[O:8][CH2:1][C:2]1[CH:7]=[CH:6][CH:5]=[CH:4][CH:3]=1)[CH3:51])=[O:58] |f:2.3|. Procedure: To a solution of 1-[(1R,2S,3S,4R,5S)-2,3,4-tribenzyloxy-5-[4-chloro-3-[(4-ethoxyphenyl)methyl]phenyl]-6,8-dioxabicyclo[3.2.1]octan-1-yl]ethanol 1m (0.4 g, 0.56 mmol, obtained from the synthetic method described in step 11 of example 1) and chloromethyl pivalate (0.36 mL, 2.5 mmol) in tetrahydrofuran (20 mL) was added sodium hydride (77.8 mg, 1.95 mmol, 60% dispersion in Mineral oil) at 0° C. The mixture was heated to 40° C. and stirred for 48 hours. The resulting mixture was quenched with satura... Reactants: CCCNCC1CCNC1, CC#N, O=C(O)c1cn(C2CC2)c2nc(Cl)c(F)cc2c1=O, C1CCC2=NCCCN2CC1. Product: CCCNCC1CCN(c2nc3c(cc2F)c(=O)c(C(=O)O)cn3C2CC2)C1. As a reaction SMILES: [CH2:20]([CH2:21][CH3:22])[NH:23][CH2:24][CH:25]1[CH2:26][NH:27][CH2:28][CH2:29]1.[CH3:41][C:42]#[N:43].[Cl:1][c:2]1[c:3]([F:19])[cH:4][c:5]2[c:6](=[O:18])[c:7]([C:15](=[O:16])[OH:17])[cH:8][n:9]([CH:12]3[CH2:13][CH2:14]3)[c:10]2[n:11]1.[N:30]12[CH2:31][CH2:32][CH2:33][N:34]=[C:35]1[CH2:36][CH2:37][CH2:38][CH2:39][CH2:40]2>>[c:2]1([N:27]2[CH2:26][CH:25]([CH2:24][NH:23][CH2:20][CH2:21][CH3:22])[CH2:29][CH2:28]2)[c:3]([F:19])[cH:4][c:5]2[c:6](=[O:18])[c:7]([C:15](=[O:16])[OH:17])[cH:8][n:9]([CH:12]3[CH2:13][CH2:14]3)[c:10]2[n:11]1.